Dataset: the Open Reaction Database (ORD), a public repository of structured organic reaction records. Task: describe an organic reaction: reactants, conditions, products, and yield Starting materials: Cc1cccc(Cl)c1C(=O)O, CC(CCN)N1CCC(N(Cc2cc(Cl)ccc2F)c2ccc(S(=O)(=O)N(Cc3ccccc3)Cc3ccccc3)cc2)CC1. Product: Cc1cccc(Cl)c1C(=O)NCCC(C)N1CCC(N(Cc2cc(Cl)ccc2F)c2ccc(S(=O)(=O)N(Cc3ccccc3)Cc3ccccc3)cc2)CC1. Reaction SMILES: [Cl:46][c:47]1[c:48]([C:49](=[O:50])[OH:51])[c:52]([CH3:56])[cH:53][cH:54][cH:55]1.[NH2:1][CH2:2][CH2:3][CH:4]([CH3:5])[N:6]1[CH2:7][CH2:8][CH:9]([N:12]([c:13]2[cH:14][cH:15][c:16]([S:19](=[O:20])(=[O:21])[N:22]([CH2:23][c:24]3[cH:25][cH:26][cH:27][cH:28][cH:29]3)[CH2:30][c:31]3[cH:32][cH:33][cH:34][cH:35][cH:36]3)[cH:17][cH:18]2)[CH2:37][c:38]2[c:39]([F:45])[cH:40][cH:41][c:42]([Cl:44])[cH:43]2)[CH2:10][CH2:11]1>>[NH:1]([CH2:2][CH2:3][CH:4]([CH3:5])[N:6]1[CH2:7][CH2:8][CH:9]([N:12]([c:13]2[cH:14][cH:15][c:16]([S:19](=[O:20])(=[O:21])[N:22]([CH2:23][c:24]3[cH:25][cH:26][cH:27][cH:28][cH:29]3)[CH2:30][c:31]3[cH:32][cH:33][cH:34][cH:35][cH:36]3)[cH:17][cH:18]2)[CH2:37][c:38]2[c:39]([F:45])[cH:40][cH:41][c:42]([Cl:44])[cH:43]2)[CH2:10][CH2:11]1)[C:49]([c:48]1[c:47]([Cl:46])[cH:55][cH:54][cH:53][c:52]1[CH3:56])=[O:50]. Reactants: CN1OC(CC1)C1=CC=CC=C1 (2-Methyl-5-phenylisoxazolidine), [OH-].[Na+] (sodium hydroxide). The reagents and catalysts are [Zn] (Zn), [Zn] (Zn). Run in C(C)(=O)O (acetic acid). Product: CNCCC(O)C1=CC=CC=C1 (N-methyl-3-phenyl-3-hydroxy-propyl-amine). Reaction SMILES: [CH3:1][N:2]1[CH2:6][CH2:5][CH:4]([C:7]2[CH:12]=[CH:11][CH:10]=[CH:9][CH:8]=2)[O:3]1.[OH-].[Na+]>C(O)(=O)C.[Zn]>[CH3:1][NH:2][CH2:6][CH2:5][CH:4]([C:7]1[CH:12]=[CH:11][CH:10]=[CH:9][CH:8]=1)[OH:3] |f:1.2|. Reported procedure: 2-Methyl-5-phenylisoxazolidine (2.0 g, 12.3 mmol) and Zn powder (1.2 g, 18.3 mmol) in 10 molar aqueous acetic acid are heated to 65°-70° C. for 4 hours. Additional Zn powder (0.4 g, 6.1 mmol) is added and heating is continued for one more hour. The reaction mixture is neutralized with sodium hydroxide and extracted with chloroform. The extract is dried (K2CO3) and concentrated to give N-methyl-3-phenyl-3-hydroxy-propyl-amine. Procedure details: To a solution of 78.0g (0.4 mole) of N-ethylcarbazole and 141 g (1.0 mole) of 4-chlorobutyrylchloride in 1 l of methylene chloride, previously cooled to 0°C, 127.0 g (0.95 mole) of aluminum chloride was added portionwise. The mixture was stirred at room temperature for 16 hours, and the resulting complex was decomposed with concentrated HCl/ice. The organic layer was separated, washed with water, dried over magnesium sulfate and treated with pentane to precipitate the desired product which was r... Run at time 16 hour. Yields the product ClCCCC(=O)C=1C=CC=2N(C3=CC=C(C=C3C2C1)C(CCCCl)=O)CC (3,6-BIS(4-CHLOROBUTYRYL)-N-ETHYLCARBAZOLE). Reaction SMILES: [CH2:1]([N:3]1[C:15]2[CH:14]=[CH:13][CH:12]=[CH:11][C:10]=2[C:9]2[C:4]1=[CH:5][CH:6]=[CH:7][CH:8]=2)[CH3:2].[Cl:16][CH2:17][CH2:18][CH2:19][C:20](Cl)=[O:21].[Cl-:23].[Al+3].[Cl-].[Cl-]>C(Cl)Cl>[Cl:16][CH2:17][CH2:18][CH2:19][C:20]([C:7]1[CH:6]=[CH:5][C:4]2[N:3]([CH2:1][CH3:2])[C:15]3[C:10]([C:9]=2[CH:8]=1)=[CH:11][C:12]([C:20](=[O:21])[CH2:19][CH2:18][CH2:17][Cl:23])=[CH:13][CH:14]=3)=[O:21] |f:2.3.4.5|. Solvent: C(Cl)Cl (methylene chloride). Starting materials: HCl ice, C(C)N1C2=CC=CC=C2C=2C=CC=CC12 (N-ethylcarbazole), ClCCCC(=O)Cl (4-chlorobutyrylchloride), [Cl-].[Al+3].[Cl-].[Cl-] (aluminum chloride). Reactants: ice, N(N)C=1N=NC(=CC1C(=O)O)Cl (3-hydrazino-4-carboxy-6-chloro-pyridazine), N(=O)[O-].[Na+] (sodium nitrite). Run in C(C)(=O)O (acetic acid), O (water). Conditions: time 1 hour. Yields the product ClC=1C=C(C=2N(N1)N=NN2)C(=O)O (6-chloro-8-carboxy-tetrazolo[1,5-b]pyridazine). Yield: 86.7%. RXN SMILES: [NH:1]([C:3]1[N:4]=[N:5][C:6]([Cl:12])=[CH:7][C:8]=1[C:9]([OH:11])=[O:10])[NH2:2].[N:13]([O-])=O.[Na+]>C(O)(=O)C.O>[Cl:12][C:6]1[CH:7]=[C:8]([C:9]([OH:11])=[O:10])[C:3]2[N:4]([N:13]=[N:2][N:1]=2)[N:5]=1 |f:1.2|. Reported procedure: To an ice-cold suspension of 3-hydrazino-4-carboxy-6-chloro-pyridazine (1.88 g; 0.01 mole) in 15% acetic acid, a solution of sodium nitrite (0.70 g) in water (5 ml) was added dropwise. After stirring for one hour at 5°-10° C. the separated precipitate was filtered, washed with anhydrous ethanol. The solid was suspended in 2 N HCl, the mixture was stirred for 30 minutes, the solid was stirred off, washed with cold water and dried under vacuum at 70° C. to give 1.73 g (87%) of the title compound, ... The reactants are BrC=1C=C(C(N(C1)C)=O)OC=1C=NN(C1)C (5-bromo-1-methyl-3-(1-methylpyrazol-4-yl)oxypyridin-2-one), C1(CC1)COC1=C(C=C(C=C1)S(=O)(=O)C)B1OC(C(O1)(C)C)(C)C (2-[2-(cyclopropylmethoxy)-5-methylsulfonylphenyl]-4,4,5,5-tetramethyl-1,3,2-dioxaborolane), [O-]P(=O)([O-])[O-].[K+].[K+].[K+] (K3PO4). Reagents/catalysts: C1=CC=C(C=C1)P([C-]2C=CC=C2)C3=CC=CC=C3.C1=CC=C(C=C1)P([C-]2C=CC=C2)C3=CC=CC=C3.Cl[Pd]Cl.[Fe+2] (Pd(dppf)Cl2). Solvent: O1CCOCC1 (dioxane), O (water). Reaction conditions: temperature 75 celsius. Product: C1(CC1)COC1=C(C=C(C=C1)S(=O)(=O)C)C=1C=C(C(N(C1)C)=O)OC=1C=NN(C1)C (5-[2-(cyclopropylmethoxy)-5-methylsulfonylphenyl]-1-methyl-3-(1-methylpyrazol-4-yl)oxypyridin-2-one). The yield is 74.1%. RXN SMILES: Br[C:2]1[CH:3]=[C:4]([O:10][C:11]2[CH:12]=[N:13][N:14]([CH3:16])[CH:15]=2)[C:5](=[O:9])[N:6]([CH3:8])[CH:7]=1.[CH:17]1([CH2:20][O:21][C:22]2[CH:27]=[CH:26][C:25]([S:28]([CH3:31])(=[O:30])=[O:29])=[CH:24][C:23]=2B2OC(C)(C)C(C)(C)O2)[CH2:19][CH2:18]1.[O-]P([O-])([O-])=O.[K+].[K+].[K+]>O1CCOCC1.O.C1C=CC(P(C2C=CC=CC=2)[C-]2C=CC=C2)=CC=1.C1C=CC(P(C2C=CC=CC=2)[C-]2C=CC=C2)=CC=1.Cl[Pd]Cl.[Fe+2]>[CH:17]1([CH2:20][O:21][C:22]2[CH:27]=[CH:26][C:25]([S:28]([CH3:31])(=[O:30])=[O:29])=[CH:24][C:23]=2[C:2]2[CH:3]=[C:4]([O:10][C:11]3[CH:12]=[N:13][N:14]([CH3:16])[CH:15]=3)[C:5](=[O:9])[N:6]([CH3:8])[CH:7]=2)[CH2:18][CH2:19]1 |f:2.3.4.5,8.9.10.11|. Procedure: A mixture of 5-bromo-1-methyl-3-(1-methylpyrazol-4-yl)oxypyridin-2-one (30 mg, 0.11 mmol), 2-[2-(cyclopropylmethoxy)-5-methylsulfonylphenyl]-4,4,5,5-tetramethyl-1,3,2-dioxaborolane (44 mg, 0.16 mmol), Pd(dppf)Cl2 (8 mg) and K3PO4 (57 mg, 0.26 mmol) in dioxane (1.5 mL) and water (200 uL) was purged with nitrogen, capped, and heated to 75° C. for 12 h. After the mixture was filtered through a short bed of celite, the filtrate was concentrated in vacuo and purified by prep-HPLC to afford the title ... Reactants: solution, C(CCC)[Li] (n-butyllithium), C(C)(C)NC(C)C (diisopropylamine), COC1=C2CC(CC2=CC=C1)C(=O)OCC (ethyl 4-methoxy-2,3-dihydro-1H-indene-2-carboxylate), IC (iodomethane), [Cl-].[NH4+] (ammonium chloride). Run in CCCCCC (hexane), C1CCOC1 (THF), C1CCOC1 (THF). Conditions: temperature -10 celsius. Yields the product COC1=C2CC(CC2=CC=C1)(C(=O)OCC)C (Ethyl 4-methoxy-2-methyl-2,3-dihydro-1H-indene-2-carboxylate). As a reaction SMILES: [CH2:1]([Li])CCC.C(NC(C)C)(C)C.[CH3:13][O:14][C:15]1[CH:23]=[CH:22][CH:21]=[C:20]2[C:16]=1[CH2:17][CH:18]([C:24]([O:26][CH2:27][CH3:28])=[O:25])[CH2:19]2.IC.[Cl-].[NH4+]>CCCCCC.C1COCC1>[CH3:13][O:14][C:15]1[CH:23]=[CH:22][CH:21]=[C:20]2[C:16]=1[CH2:17][C:18]([CH3:1])([C:24]([O:26][CH2:27][CH3:28])=[O:25])[CH2:19]2 |f:4.5|. Procedure details: At −78° C., 2.7 ml of a 2.5 M solution of n-butyllithium in hexane were added to a solution of 0.95 ml of diisopropylamine (6.75 mmol) in 30 ml of THF, and the mixture was then briefly warmed to −10° C. The mixture was once more cooled to −78° C., 1.24 g (5.63 mmol) of ethyl 4-methoxy-2,3-dihydro-1H-indene-2-carboxylate [Beilstein Reg. No. 8980172], dissolved in 10 ml of THF, were added dropwise, and the solution was stirred for another hour. 0.46 ml (7.32 mmol) of iodomethane was then added dro... Starting materials: O (water), BrC1=C2C=CC(=CC2=CC=C1O)C=1OC2=C(C1C(CCCC)=O)C=CC=C2 (1-[2-(5-bromo-6-hydroxy-2-naphthyl)-1-benzofuran-3-yl]-1-pentanone), C([O-])([O-])=O.[Cs+].[Cs+] (cesium carbonate), BrCC#N (Bromoacetonitrile). The solvent is CC(=O)C (acetone). Run at time 15 minute. Yields the product BrC1=C(C=CC2=CC(=CC=C12)C=1OC2=C(C1C(CCCC)=O)C=CC=C2)OCC#N (2-{[1-bromo-6-(3-pentanoyl-1-benzofuran-2-yl)-2-naphthyl]oxy} acetonitrile). Isolated yield 62.0%. As a reaction SMILES: [Br:1][C:2]1[C:11]([OH:12])=[CH:10][CH:9]=[C:8]2[C:3]=1[CH:4]=[CH:5][C:6]([C:13]1[O:14][C:15]3[CH:27]=[CH:26][CH:25]=[CH:24][C:16]=3[C:17]=1[C:18](=[O:23])[CH2:19][CH2:20][CH2:21][CH3:22])=[CH:7]2.C(=O)([O-])[O-].[Cs+].[Cs+].Br[CH2:35][C:36]#[N:37].O>CC(C)=O>[Br:1][C:2]1[C:3]2[C:8](=[CH:7][C:6]([C:13]3[O:14][C:15]4[CH:27]=[CH:26][CH:25]=[CH:24][C:16]=4[C:17]=3[C:18](=[O:23])[CH2:19][CH2:20][CH2:21][CH3:22])=[CH:5][CH:4]=2)[CH:9]=[CH:10][C:11]=1[O:12][CH2:35][C:36]#[N:37] |f:1.2.3|. Reported procedure: The mixture of 1-[2-(5-bromo-6-hydroxy-2-naphthyl)-1-benzofuran-3-yl]-1-pentanone (1.46 g, 3.45 mmol) and cesium carbonate (2.36 g, 7.23 mmol) in acetone (16 mL) was stirred at room temperature for 15 minutes. Bromoacetonitrile (0.50 mL, 7.2 mmol) was then added and the mixture was stirred for 4 hours at room temperature then poured into excess water and extracted with ethyl acetate. The organic phase was washed with brine, dried over anhydrous magnesium sulfate, filtered and solvent evaporated.... Starting materials: CC(C)(C)NS(=O)(=O)c1cncc(Br)c1, CC(C)c1nccn1C. Reagents/catalysts: CC(C)(C)c1ccc(-c2ccc(C(C)(C)C)cc2)cc1 (4,4'-di-tert-butylbiphenyl), CC(C)(C)C(=O)[O-].[K+] (KOPiv), Cl[Pd]CC=C.C=CC[Pd]Cl ([Pd(allyl)Cl]2), CN(C)c1ccc(P(C2CCCCC2)C2CCCCC2)cc1 (A-caPhos). Run in CC(=O)N(C)C (DMA), CC(=O)N(C)C (DMA), CC(=O)N(C)C (DMA). Reaction conditions: temperature 120 celsius, time 24 hour. The product is CC(C)c1ncc(-c2cncc(S(=O)(=O)NC(C)(C)C)c2)n1C. The yield is 79.9%.